describe an organic reaction: reactants, conditions, products, and yield From a dataset of the Open Reaction Database (ORD), a public repository of structured organic reaction records. Starting materials: C1=CC=C(C=C1)C(=NCC#N)C2=CC=CC=C2 (N-(diphenylmethylene)aminoacetonitrile), ClC1=NC=C(C=C1Cl)C(F)(F)F (2,3-Dichloro-5-trifluoromethyl pyridine), [H-].[Na+] (sodium hydride), [Cl-].[NH4+] (ammonium chloride). Run in CN(C=O)C (dimethylformamide), CN(C=O)C (dimethylformamide), C(C)O (ethanol), CN(C=O)C (dimethylformamide), C(C)OCC (diethyl ether). Reaction conditions: temperature 0 celsius, time 1 hour. Product: ClC=1C(=NC=C(C1)C(F)(F)F)C(C#N)N=C(C1=CC=CC=C1)C1=CC=CC=C1 ((3-Chloro-5-trifluoromethyl-2-pyridyl)[(diphenylmethylene)amino]acetonitrile). As a reaction SMILES: [H-].[Na+].[CH:3]1[CH:8]=[CH:7][C:6]([C:9]([C:14]2[CH:19]=[CH:18][CH:17]=[CH:16][CH:15]=2)=[N:10][CH2:11][C:12]#[N:13])=[CH:5][CH:4]=1.Cl[C:21]1[C:26]([Cl:27])=[CH:25][C:24]([C:28]([F:31])([F:30])[F:29])=[CH:23][N:22]=1.[Cl-].[NH4+]>CN(C)C=O.C(OCC)C.C(O)C>[Cl:27][C:26]1[C:21]([CH:11]([N:10]=[C:9]([C:14]2[CH:19]=[CH:18][CH:17]=[CH:16][CH:15]=2)[C:6]2[CH:7]=[CH:8][CH:3]=[CH:4][CH:5]=2)[C:12]#[N:13])=[N:22][CH:23]=[C:24]([C:28]([F:31])([F:30])[F:29])[CH:25]=1 |f:0.1,4.5|. Procedure details: To a suspension of 60% sodium hydride (4.0 g) in dry dimethylformamide at 0-2° C. under nitrogen was dropwise added a solution of N-(diphenylmethylene)aminoacetonitrile (11.1 g) in dry dimethylformamide (60 ml) and the mixture was stirred for 1 hour at 0° C., 2,3-Dichloro-5-trifluoromethyl pyridine (7 ml) in dry dimethylformamide (20 ml) was added dropwise over 10 minutes. The mixture was stirred at 0° C. for 30 minutes and then warmed to 22° C. over 3 hours. The mixture was re-cooled to less th...